Dataset: the Open Reaction Database (ORD), a public repository of structured organic reaction records. Task: describe an organic reaction: reactants, conditions, products, and yield Reactants: NC1=C(N(S(=O)(=O)C2=CC=C(C)C=C2)C)C=CC=C1[N+](=O)[O-] (2-amino-3-nitro-N-methyl-N-tosylaniline), S(O)(O)(=O)=O (sulphuric acid), N (ammonia). The solvent is O (water). Reaction conditions: temperature 90 celsius, time 5 minute. Product: NC1=C(NC)C=CC=C1[N+](=O)[O-] (2-amino-3-nitro-N-methylaniline). As a reaction SMILES: [NH2:1][C:2]1[C:19]([N+:20]([O-:22])=[O:21])=[CH:18][CH:17]=[CH:16][C:3]=1[N:4]([CH3:15])S(C1C=CC(C)=CC=1)(=O)=O.S(=O)(=O)(O)O.N>O>[NH2:1][C:2]1[C:19]([N+:20]([O-:22])=[O:21])=[CH:18][CH:17]=[CH:16][C:3]=1[NH:4][CH3:15]. Reported procedure: 0.0716 mol (23 g) of 2-amino-3-nitro-N-methyl-N-tosylaniline is added gradually, in the course of 10 minutes whilst stirring, to 230 ml of concentrated sulphuric acid to which 23 ml of water has been added and which has been heated to 90° C. beforehand. When the addition has ended, the reaction medium is kept at 90° C. for 5 minutes and then poured onto crushed ice. The acid aqueous solution obtained is rendered alkaline with the aid of ammonia solution in order to precipitate the expected produ... Reactants: Cl (HCl), O=S1(CCC(=CC1)C1=C(C=C(C=C1)N1C(O[C@H](C1)CN1N=NC(=C1)CC#C[Si](C)(C)C)=O)F)=O ((5R)-3-[4-(1,1-Dioxo-3,6-dihydro-2H-thiopyran-4-yl)-3-fluorophenyl]-5-[4-(3-(trimethylsilyl)-2-propynyl)-1,2,3-triazol-1-ylmethyl]oxazolidin-2-one), O=S1(CCC(=CC1)C1=C(C=C(C=C1)N1C(O[C@H](C1)CN1N=NC(=C1)CC#C[Si](C)(C)C)=O)F)=O ((5R)-3-[4-(1,1-Dioxo-3,6-dihydro-2H-thiopyran-4-yl)-3-fluorophenyl]-5-[4-(3-(trimethylsilyl)-2-propynyl)-1,2,3-triazol-1-ylmethyl]oxazolidin-2-one), [OH-].[K+] (Potassium hydroxide). Run in CO (methanol). Run at time 4 hour. Yields the product O=S1(CCC(=CC1)C1=C(C=C(C=C1)N1C(O[C@H](C1)CN1N=NC(=C1)CC#C)=O)F)=O ((5R)-3-[4-(1,1-Dioxo-3,6-dihydro-2H-thiopyran-4-yl)-3-fluorophenyl]-5-[(4-(2-propynyl)-1,2,3-triazol-1-yl)methyl]oxazolidin-2-one). The yield is 102.2%. RXN SMILES: [O:1]=[S:2]1(=[O:34])[CH2:7][CH:6]=[C:5]([C:8]2[CH:13]=[CH:12][C:11]([N:14]3[CH2:18][C@H:17]([CH2:19][N:20]4[CH:24]=[C:23]([CH2:25][C:26]#[C:27][Si](C)(C)C)[N:22]=[N:21]4)[O:16][C:15]3=[O:32])=[CH:10][C:9]=2[F:33])[CH2:4][CH2:3]1.[OH-].[K+].Cl>CO>[O:34]=[S:2]1(=[O:1])[CH2:3][CH:4]=[C:5]([C:8]2[CH:13]=[CH:12][C:11]([N:14]3[CH2:18][C@H:17]([CH2:19][N:20]4[CH:24]=[C:23]([CH2:25][C:26]#[CH:27])[N:22]=[N:21]4)[O:16][C:15]3=[O:32])=[CH:10][C:9]=2[F:33])[CH2:6][CH2:7]1 |f:1.2|. Procedure details: (5R)-3-[4-(1,1-Dioxo-3,6-dihydro-2H-thiopyran-4-yl)-3-fluorophenyl]-5-[4-(3-(trimethylsilyl)-2-propynyl)-1,2,3-triazol-1-ylmethyl]oxazolidin-2-one (251 mg, 0.5 mmol) (Intermediate 5) was dissolved in methanol (10 ml). Potassium hydroxide (1 M, 0.75 ml) was added and the mixture was stirred at room temperature for 4 hours. Aqueous HCl (2M, 0.5 ml) was added, the excess of methanol was evaporated and the residue was extracted with dichloromethane, dried over magnesium sulfate and concentrated to g... Starting materials: S1C2=C(C=C1[C@@H](/C=C/[C@@H]1[C@H]([C@H](C[C@H]1O)O)C\C=C/CCCC(=O)O)O[Si](C1=CC=CC=C1)(C1=CC=CC=C1)C(C)(C)C)C=CC=C2 ((Z)-7-((1R,2R,3R,5S)-2-((R,E)-3-(Benzo[b]thiophen-2-yl)-3-(tert-butyldiphenylsilyloxy)prop-1-enyl)-3,5-dihydroxycyclopentyl)hept-5-enoic acid), S1C2=C(C=C1[C@@H](/C=C/[C@@H]1[C@H]([C@H](C[C@H]1O)O)C\C=C/CCCC(=O)O)O[Si](C1=CC=CC=C1)(C1=CC=CC=C1)C(C)(C)C)C=CC=C2 ((Z)-7-((1R,2R,3R,5S)-2-((R,E)-3-(benzo[b]thiophen-2-yl)-3-(tert-butyldiphenylsilyloxy)prop-1-enyl)-3,5-dihydroxycyclopentyl)hept-5-enoic Acid), [N+](=[N-])=C (Diazomethane). Solvent: C(C)OCC (diethyl ether), C(C)OCC (diethyl ether). Reaction conditions: temperature 0 celsius. The product is S1C2=C(C=C1[C@@H](/C=C/[C@@H]1[C@H]([C@H](C[C@H]1O)O)C\C=C/CCCC(=O)OC)O[Si](C1=CC=CC=C1)(C1=CC=CC=C1)C(C)(C)C)C=CC=C2 ((Z)-methyl 7-((1R,2R,3R,5S)-2-((R,E)-3-(benzo[b]thiophen-2-yl)-3-(tert-butyldiphenylsilyloxy)prop-1-enyl)-3,5-dihydroxycyclopentyl)hept-5-enoate). RXN SMILES: [S:1]1[C:5]([C@H:6]([O:25][Si:26]([C:39]([CH3:42])([CH3:41])[CH3:40])([C:33]2[CH:38]=[CH:37][CH:36]=[CH:35][CH:34]=2)[C:27]2[CH:32]=[CH:31][CH:30]=[CH:29][CH:28]=2)/[CH:7]=[CH:8]/[C@H:9]2[C@H:13]([OH:14])[CH2:12][C@H:11]([OH:15])[C@@H:10]2[CH2:16]/[CH:17]=[CH:18]\[CH2:19][CH2:20][CH2:21][C:22]([OH:24])=[O:23])=[CH:4][C:3]2[CH:43]=[CH:44][CH:45]=[CH:46][C:2]1=2.[N+](=[CH2:49])=[N-]>C(OCC)C>[S:1]1[C:5]([C@H:6]([O:25][Si:26]([C:39]([CH3:42])([CH3:41])[CH3:40])([C:33]2[CH:38]=[CH:37][CH:36]=[CH:35][CH:34]=2)[C:27]2[CH:28]=[CH:29][CH:30]=[CH:31][CH:32]=2)/[CH:7]=[CH:8]/[C@H:9]2[C@H:13]([OH:14])[CH2:12][C@H:11]([OH:15])[C@@H:10]2[CH2:16]/[CH:17]=[CH:18]\[CH2:19][CH2:20][CH2:21][C:22]([O:24][CH3:49])=[O:23])=[CH:4][C:3]2[CH:43]=[CH:44][CH:45]=[CH:46][C:2]1=2. Procedure: (Z)-7-((1R,2R,3R,5S)-2-((R,E)-3-(Benzo[b]thiophen-2-yl)-3-(tert-butyldiphenylsilyloxy)prop-1-enyl)-3,5-dihydroxycyclopentyl)hept-5-enoic acid, 9a, is dissolved in diethyl ether (0.1 M) and cooled to 0° C. under a nitrogen atmosphere. Diazomethane (freshly prepared solution in diethyl ether) is added to the solution with stirring under a light yellow color persisting. The completion of the reaction is confirmed by the absence of starting material as judged by TLC. Upon completion, the solvents ar...